From a dataset of the Open Reaction Database (ORD), a public repository of structured organic reaction records. describe an organic reaction: reactants, conditions, products, and yield Reactants: COC(C(C)(C)NC(=O)C=1C(=C2CCCC2=C(C1)C)O)=O (2-[(4-Hydroxy-7-methyl-indane-5-carbonyl)-amino]-2-methyl-propionic acid methyl ester), BrCC1=CC=C(C=C1)C(F)(F)F (1-bromomethyl-4-trifluoromethyl-benzene), amino acid ester, amino acid. Product: CC(C(=O)O)(C)NC(=O)C=1C(=C2CCCC2=C(C1)C)OCC1=CC=C(C=C1)C(F)(F)F (2-Methyl-2-{[7-methyl-4-(4-trifluoromethyl-benzyloxy)-indane-5-carbonyl]-amino}-propionic acid). RXN SMILES: C[O:2][C:3](=[O:21])[C:4]([NH:7][C:8]([C:10]1[C:11]([OH:20])=[C:12]2[C:16](=[C:17]([CH3:19])[CH:18]=1)[CH2:15][CH2:14][CH2:13]2)=[O:9])([CH3:6])[CH3:5].Br[CH2:23][C:24]1[CH:29]=[CH:28][C:27]([C:30]([F:33])([F:32])[F:31])=[CH:26][CH:25]=1>>[CH3:6][C:4]([NH:7][C:8]([C:10]1[C:11]([O:20][CH2:23][C:24]2[CH:25]=[CH:26][C:27]([C:30]([F:31])([F:32])[F:33])=[CH:28][CH:29]=2)=[C:12]2[C:16](=[C:17]([CH3:19])[CH:18]=1)[CH2:15][CH2:14][CH2:13]2)=[O:9])([CH3:5])[C:3]([OH:2])=[O:21]. Reported procedure: 2-Methyl-2-{[7-methyl-4-(4-trifluoromethyl-benzyloxy)-indane-5-carbonyl]-amino}-propionic acid was prepared in analogy to example 1 via a sequence of an alkylation reaction of 2-[(4-Hydroxy-7-methyl-indane-5-carbonyl)-amino]-2-methyl-propionic acid methyl ester using 1-bromomethyl-4-trifluoromethyl-benzene and a basic hydrolysis of the amino acid ester to the free amino acid Starting materials: C(C)(C)(C)OC(N(C)C1CNCC1C1=CC(=C(C=C1)Cl)Cl)=O ([(3RS,4SR)-4-(3,4-dichloro-phenyl)-pyrrolidin-3-yl]-methyl-carbamic acid tert-butyl ester), C1(CC1)CN1CCC(CC1)C(=O)O (1-cyclopropylmethyl-piperidine-4-carboxylic acid). Product: C(C)(C)(C)OC(N(C)C1CN(CC1C1=CC(=C(C=C1)Cl)Cl)C(=O)C1CCN(CC1)CC1CC1)=O ([(3RS,4SR)-1-(1-cyclopropylmethyl-piperidine-4-carbonyl)-4-(3,4-dichloro-phenyl)-pyrrolidin-3-yl]-methyl-carbamic acid tert-butyl ester). As a reaction SMILES: [C:1]([O:5][C:6](=[O:22])[N:7]([CH:9]1[CH:13]([C:14]2[CH:19]=[CH:18][C:17]([Cl:20])=[C:16]([Cl:21])[CH:15]=2)[CH2:12][NH:11][CH2:10]1)[CH3:8])([CH3:4])([CH3:3])[CH3:2].[CH:23]1([CH2:26][N:27]2[CH2:32][CH2:31][CH:30]([C:33](O)=[O:34])[CH2:29][CH2:28]2)[CH2:25][CH2:24]1>>[C:1]([O:5][C:6](=[O:22])[N:7]([CH:9]1[CH:13]([C:14]2[CH:19]=[CH:18][C:17]([Cl:20])=[C:16]([Cl:21])[CH:15]=2)[CH2:12][N:11]([C:33]([CH:30]2[CH2:31][CH2:32][N:27]([CH2:26][CH:23]3[CH2:25][CH2:24]3)[CH2:28][CH2:29]2)=[O:34])[CH2:10]1)[CH3:8])([CH3:4])([CH3:2])[CH3:3]. Procedure details: In analogy to the procedure described for the synthesis of example 87 (step c), the title compound [(3RS,4SR)-1-(1-cyclopropylmethyl-piperidine-4-carbonyl)-4-(3,4-dichloro-phenyl)-pyrrolidin-3-yl]-methyl-carbamic acid tert-butyl ester was prepared from [(3RS,4SR)-4-(3,4-dichloro-phenyl)-pyrrolidin-3-yl]-methyl-carbamic acid tert-butyl ester instead of N-[(3RS,4SR)-4-(4-chloro-phenyl)-pyrrolidin-3-yl]-4-methoxy-N-methyl-3-trifluoromethyl-benzamide using 1-cyclopropylmethyl-piperidine-4-carboxylic... The reactants are C[C@@H]1CN(CCN1)C1=CC=C(C=C1)S(=O)(=O)C ((3R)-3-methyl-[4-(methylsulfonyl)phenyl]piperazine), ClC1=CC=C(C=C1)S(=O)(=O)C(F)(F)F (1-chloro-4-(trifluoromethanesulfonyl)benzene). Product: C[C@@H]1CN(CCN1)C1=CC=C(C=C1)S(=O)(=O)C(F)(F)F ((3R)-3-methyl-1-{4-[(trifluoromethyl)sulfonyl]phenyl}piperazine). As a reaction SMILES: [CH3:1][C@H:2]1[NH:7][CH2:6][CH2:5][N:4](C2C=CC(S(C)(=O)=O)=CC=2)[CH2:3]1.Cl[C:19]1[CH:24]=[CH:23][C:22]([S:25]([C:28]([F:31])([F:30])[F:29])(=[O:27])=[O:26])=[CH:21][CH:20]=1>>[CH3:1][C@H:2]1[NH:7][CH2:6][CH2:5][N:4]([C:19]2[CH:24]=[CH:23][C:22]([S:25]([C:28]([F:31])([F:30])[F:29])(=[O:27])=[O:26])=[CH:21][CH:20]=2)[CH2:3]1. Procedure: The title compound was prepared following the procedure of Intermediate 26, but starting from 1-chloro-4-(trifluoromethanesulfonyl)benzene. Purification by flash chromatography (CHCl3/MeOH) gave the title compound as a pale yellow solid. M+(ESI): 309.2. HPLC (Condition A), Rt: 2.3 min (HPLC purity: 99.5%). The reactants are Cl.N12C[C@@H](C(CC1)CC2)NC(=O)C=2SC1=C(C2)C=CC=C1C#N (N-[(3R)-1-azabicyclo[2.2.2]oct-3-yl]-7-cyano-1-benzo-thiophene-2-carboxamide hydrochloride), Cl.NO (hydroxylamine hydrochloride), C([O-])([O-])=O.[K+].[K+] (potassium carbonate), O (water). The solvent is C(C)O (ethanol). Run at temperature 80 celsius. Product: Cl.Cl.N\C(\C1=CC=CC=2C=C(SC21)C(=O)N[C@H]2CN1CCC2CC1)=N/O (7-[(Z)-Amino(hydroxyimino)methyl]-N-[(3R)-1-azabicyclo[2.2.2]oct-3-yl]-1-benzo-thiophene-2-carboxamide dihydrochloride). RXN SMILES: [ClH:1].[N:2]12[CH2:9][CH2:8][CH:5]([CH2:6][CH2:7]1)[C@@H:4]([NH:10][C:11]([C:13]1[S:14][C:15]3[C:21]([C:22]#[N:23])=[CH:20][CH:19]=[CH:18][C:16]=3[CH:17]=1)=[O:12])[CH2:3]2.Cl.[NH2:25][OH:26].C(=O)([O-])[O-].[K+].[K+].O>C(O)C>[ClH:1].[ClH:1].[NH2:23]/[C:22](=[N:25]\[OH:26])/[C:21]1[C:15]2[S:14][C:13]([C:11]([NH:10][C@@H:4]3[CH:5]4[CH2:6][CH2:7][N:2]([CH2:9][CH2:8]4)[CH2:3]3)=[O:12])=[CH:17][C:16]=2[CH:18]=[CH:19][CH:20]=1 |f:0.1,2.3,4.5.6,9.10.11|. Reported procedure: 120 mg (0.43 mmol) of N-[(3R)-1-azabicyclo[2.2.2]oct-3-yl]-7-cyano-1-benzo-thiophene-2-carboxamide hydrochloride, 45.0 mg (0.65 mmol) of hydroxylamine hydrochloride and 119.2 mg (0.86 mmol) of potassium carbonate in 1.5 ml of an 8:1 mixture of water and ethanol are heated at 80° C. for 18 h. The mixture is purified by preparative HPLC. The product fractions are combined and concentrated, acetonitrile and 1N aqueous hydrochloric acid (3:1) are added and the mixture is then again concentrated and ... Reactants: BrCCBr, [K+], [K+], O=C([O-])[O-], CN(C)C=O, O, Oc1ccc(I)cc1. The product is BrCCOc1ccc(I)cc1. RXN SMILES: [Br:15][CH2:16][CH2:17][Br:18].[K+:10].[K+:9].[O-:11][C:12]([O-:13])=[O:14].[O:20]=[CH:21][N:22]([CH3:23])[CH3:24].[OH2:19].[OH:1][c:2]1[cH:3][cH:4][c:5]([I:6])[cH:7][cH:8]1>>[O:1]([c:2]1[cH:3][cH:4][c:5]([I:6])[cH:7][cH:8]1)[CH2:17][CH2:16][Br:15]. Reactants: O=C([O-])O, CN(C)C(=O)c1cccc(-c2nn(COCC[Si](C)(C)C)c3ncc(-c4cccc(C(=O)N5CCOCC5)c4)cc23)c1, CC(=O)O, [O-][Cl+3]([O-])([O-])O, [Na+]. Yields the product CN(C)C(=O)c1cccc(-c2n[nH]c3ncc(-c4cccc(C(=O)N5CCOCC5)c4)cc23)c1. RXN SMILES: [C:43](=[O:44])([OH:45])[O-:46].[CH3:1][N:2]([C:3]([c:4]1[cH:5][c:6](-[c:10]2[n:11][n:12]([CH2:33][O:34][CH2:35][CH2:36][Si:37]([CH3:38])([CH3:39])[CH3:40])[c:13]3[n:14][cH:15][c:16](-[c:19]4[cH:20][c:21]([C:25](=[O:26])[N:27]5[CH2:28][CH2:29][O:30][CH2:31][CH2:32]5)[cH:22][cH:23][cH:24]4)[cH:17][c:18]23)[cH:7][cH:8][cH:9]1)=[O:41])[CH3:42].[CH3:53][C:54](=[O:55])[OH:56].[Cl+3:48]([OH:49])([O-:50])([O-:51])[O-:52].[Na+:47]>>[CH3:1][N:2]([C:3]([c:4]1[cH:5][c:6](-[c:10]2[n:11][nH:12][c:13]3[n:14][cH:15][c:16](-[c:19]4[cH:20][c:21]([C:25](=[O:26])[N:27]5[CH2:28][CH2:29][O:30][CH2:31][CH2:32]5)[cH:22][cH:23][cH:24]4)[cH:17][c:18]23)[cH:7][cH:8][cH:9]1)=[O:41])[CH3:42]. Reactants: N[C@H](C(=O)N[C@H]1[C@H](OC2=C(NC1=O)C=CC=C2)C2=CC=CC=C2)C2=CC=C(C=C2)F ((2S)-2-Amino-2-(4-fluorophenyl)-N-[(2R,3S)-4-oxo-2-phenyl-2,3,4,5-tetrahydro-1,5-benzoxazepin-3-yl]acetamide), C1(CCCCC1)CC(=O)O (cyclohexylacetic acid), C=1C=CC2=C(C1)N=NN2O (HOBt), CN1CCOCC1 (NMM), CCN=C=NCCCN(C)C.Cl (EDAC-HCl). The solvent is ClCCl (dichloromethane). Reaction conditions: time 5 hour. The product is C1(CCCCC1)CC(=O)N[C@H](C(=O)N[C@H]1[C@H](OC2=C(NC1=O)C=CC=C2)C2=CC=CC=C2)C2=CC=C(C=C2)F ((2S)-2-[(Cyclohexylacetyl)amino]-2-(4-fluorophenyl)-N-[(2R,3S)-4-oxo-2-phenyl-2,3,4,5-tetrahydro-1,5-benzoxazepin-3-yl]acetamide). The yield is 84.4%. As a reaction SMILES: [NH2:1][C@@H:2]([C:24]1[CH:29]=[CH:28][C:27]([F:30])=[CH:26][CH:25]=1)[C:3]([NH:5][C@@H:6]1[C:12](=[O:13])[NH:11][C:10]2[CH:14]=[CH:15][CH:16]=[CH:17][C:9]=2[O:8][C@@H:7]1[C:18]1[CH:23]=[CH:22][CH:21]=[CH:20][CH:19]=1)=[O:4].[CH:31]1([CH2:37][C:38](O)=[O:39])[CH2:36][CH2:35][CH2:34][CH2:33][CH2:32]1.C1C=CC2N(O)N=NC=2C=1.CN1CCOCC1.CCN=C=NCCCN(C)C.Cl>ClCCl>[CH:31]1([CH2:37][C:38]([NH:1][C@@H:2]([C:24]2[CH:25]=[CH:26][C:27]([F:30])=[CH:28][CH:29]=2)[C:3]([NH:5][C@@H:6]2[C:12](=[O:13])[NH:11][C:10]3[CH:14]=[CH:15][CH:16]=[CH:17][C:9]=3[O:8][C@@H:7]2[C:18]2[CH:23]=[CH:22][CH:21]=[CH:20][CH:19]=2)=[O:4])=[O:39])[CH2:36][CH2:35][CH2:34][CH2:33][CH2:32]1 |f:4.5|. Reported procedure: To a stirred solution of (2S)-2-amino-2-(4-fluorophenyl)-N-[(2R,3S)-4-oxo-2-phenyl-2,3,4,5-tetrahydro-1,5-benzoxazepin-3-yl]acetamide (65b) (81 mg, 0.199 mmol) in dichloromethane (2 mL) under nitrogen was added cyclohexylacetic acid (35 mg, 0.246 mmol), HOBt (35 mg, 0.259 mmol), NMM (30 mg, 0.297 mmol) and EDAC-HCl (50 mg, 0.261 mmol). The mixture was stirred 5 h at ambient temperature then evaporated. The residue was dissolved in ethyl acetate and extracted in succession with saturated sodium b...